From a dataset of the Open Reaction Database (ORD), a public repository of structured organic reaction records. describe an organic reaction: reactants, conditions, products, and yield Starting materials: [BH4-], CCO, O=C(C1CCCCC1)N1CC(=O)N(CCc2ccccc2)C(=O)C1, ClCCl, [Na+], O. The product is O=C(C1CCCCC1)N1CC(=O)N(CCc2ccccc2)C(O)C1. RXN SMILES: [BH4-:25].[CH3:31][CH2:32][OH:33].[CH:1]1([C:7](=[O:8])[N:9]2[CH2:10][C:11](=[O:24])[N:12]([CH2:16][CH2:17][c:18]3[cH:19][cH:20][cH:21][cH:22][cH:23]3)[C:13](=[O:15])[CH2:14]2)[CH2:2][CH2:3][CH2:4][CH2:5][CH2:6]1.[Cl:28][CH2:29][Cl:30].[Na+:26].[OH2:27]>>[CH:1]1([C:7](=[O:8])[N:9]2[CH2:10][C:11](=[O:24])[N:12]([CH2:16][CH2:17][c:18]3[cH:19][cH:20][cH:21][cH:22][cH:23]3)[CH:13]([OH:15])[CH2:14]2)[CH2:2][CH2:3][CH2:4][CH2:5][CH2:6]1. Reactants: [N+](=O)(O)[O-] (nitric acid), CC1([C@@H]([C@H](CCC1)C)C=O)C ((1R,6S)-2,2,6-trimethylcyclohexanecarbaldehyde). Conditions: temperature 55 celsius, time 2 hour. The product is CC1([C@@H]([C@H](CCC1)C)C(=O)O)C ((1R,6S)-2,2,6-trimethylcyclohexanecarboxylic acid). Isolated yield 98.5%. Reaction SMILES: [N+]([O-])(O)=[O:2].[CH3:5][C:6]1([CH3:15])[CH2:11][CH2:10][CH2:9][C@H:8]([CH3:12])[C@H:7]1[CH:13]=[O:14]>>[CH3:15][C:6]1([CH3:5])[CH2:11][CH2:10][CH2:9][C@H:8]([CH3:12])[C@H:7]1[C:13]([OH:2])=[O:14]. Reported procedure: In a 300-ml 4-necked flask equipped with a condenser, a thermometer, a dropping funnel, and a stirrer was placed 42 g of nitric acid (aqueous 60% solution), and the temperature was raised to 55° C. by heating. To the solution was added dropwise 100 g (0.65 mole) of (1R,6S)-2,2,6-trimethylcyclohexanecarbaldehyde (10) [composition: 90% of the (1R,6S)-form, 10% of the (1S,6S)-form] synthesized in Synthetic Example 4-A) with stirring over a period of 2 hours. After carrying out the reaction for 3 ho... Starting materials: C1(=CC=CC=C1)C=1N=C(OC1C1=CC=CC=C1)[C@@H]1N(C[C@H](C1)OC)CC=1C=C(OCC(=O)OCC)C=CC1 (Ethyl 3-{[(2R, 4S)-2-(4,5-diphenyloxazol-2-yl)-4-methoxypyrrolidin-1-yl]methyl}phenoxyacetate), [OH-].[Na+] (NaOH), Cl (HCl). The solvent is CCO (EtOH). Reaction conditions: time 1 hour. Yields the product C1(=CC=CC=C1)C=1N=C(OC1C1=CC=CC=C1)[C@@H]1N(C[C@H](C1)OC)CC=1C=C(OCC(=O)O)C=CC1 (3-{[(2R, 4S)-2-(4,5-diphenyloxazol-2-yl)-4-methoxypyrrolidin-1-yl]methyl}phenoxyacetic acid). Yield: 97.0%. As a reaction SMILES: [C:1]1([C:7]2[N:8]=[C:9]([C@H:18]3[CH2:22][C@H:21]([O:23][CH3:24])[CH2:20][N:19]3[CH2:25][C:26]3[CH:27]=[C:28]([CH:36]=[CH:37][CH:38]=3)[O:29][CH2:30][C:31]([O:33]CC)=[O:32])[O:10][C:11]=2[C:12]2[CH:17]=[CH:16][CH:15]=[CH:14][CH:13]=2)[CH:6]=[CH:5][CH:4]=[CH:3][CH:2]=1.[OH-].[Na+].Cl>CCO>[C:1]1([C:7]2[N:8]=[C:9]([C@H:18]3[CH2:22][C@H:21]([O:23][CH3:24])[CH2:20][N:19]3[CH2:25][C:26]3[CH:27]=[C:28]([CH:36]=[CH:37][CH:38]=3)[O:29][CH2:30][C:31]([OH:33])=[O:32])[O:10][C:11]=2[C:12]2[CH:17]=[CH:16][CH:15]=[CH:14][CH:13]=2)[CH:2]=[CH:3][CH:4]=[CH:5][CH:6]=1 |f:1.2|. Reported procedure: To a solution of Ethyl 3-{[(2R, 4S)-2-(4,5-diphenyloxazol-2-yl)-4-methoxypyrrolidin-1-yl]methyl}phenoxyacetate (3.00 g) in EtOH (30 mL) was added 1N NaOH solution (6.00 mL) at 5° C., and the mixture was stirred at room temperature for 1 hour. To the reaction mixture was added 1N HCl (6.00 mL) at 5° C. and evaporated. The residue was extracted with EtOAc, washed with water and brine, dried (Na2SO4), and evaporated in vacuo to give 3-{[(2R, 4S)-2-(4,5-diphenyloxazol-2-yl)-4-methoxypyrrolidin-1-yl]... The product is O=C(O)CCCCc1nc(-c2ccccc2C(F)(F)F)co1. Reactants: C1CCOC1, COC(=O)CCCCc1nc(-c2ccccc2C(F)(F)F)co1, CCO, [Na+], [OH-]. As a reaction SMILES: [CH2:24]1[O:25][CH2:26][CH2:27][CH2:28]1.[CH3:1][O:2][C:3]([CH2:4][CH2:5][CH2:6][CH2:7][c:8]1[o:9][cH:10][c:11](-[c:13]2[c:14]([C:19]([F:20])([F:21])[F:22])[cH:15][cH:16][cH:17][cH:18]2)[n:12]1)=[O:23].[CH3:31][CH2:32][OH:33].[Na+:30].[OH-:29]>>[O:2]=[C:3]([CH2:4][CH2:5][CH2:6][CH2:7][c:8]1[o:9][cH:10][c:11](-[c:13]2[c:14]([C:19]([F:20])([F:21])[F:22])[cH:15][cH:16][cH:17][cH:18]2)[n:12]1)[OH:23]. Procedure: 151 mg of 1,2-diamino-4-fluorobenzene are added to a solution of 261 mg of sodium [4-(morpholin-4-yl)-6-oxo-1,6-dihydropyrimidin-2-yl]acetate in 8 ml of methanol. The resulting mixture is stirred at ambient temperature for 5 minutes and then 354 mg of 4-(4,6-dimethoxy-1,3,5-triazin-2-yl)-4-methylmorpholin-4-ium chloride hydrate are added. The resulting mixture is thus stirred for 30 minutes at ambient temperature. The reaction mixture is then concentrated to dryness under reduced pressure, and t... Run at time 5 minute. RXN SMILES: [NH2:1][C:2]1[CH:7]=[CH:6][C:5]([F:8])=[CH:4][C:3]=1[NH2:9].[N:10]1([C:16]2[N:17]=[C:18]([CH2:23][C:24]([O-])=O)[NH:19][C:20](=[O:22])[CH:21]=2)[CH2:15][CH2:14][O:13][CH2:12][CH2:11]1.[Na+].O.[Cl-].COC1N=C(OC)N=C([N+]2(C)CCOCC2)N=1.C(OCC)(=O)C>CO>[F:8][C:5]1[CH:6]=[CH:7][C:2]2[NH:1][C:24]([CH2:23][C:18]3[NH:19][C:20](=[O:22])[CH:21]=[C:16]([N:10]4[CH2:15][CH2:14][O:13][CH2:12][CH2:11]4)[N:17]=3)=[N:9][C:3]=2[CH:4]=1 |f:1.2,3.4.5|. Yield: 42.5%. Reactants: C(C)(=O)OCC (ethyl acetate), NC1=C(C=C(C=C1)F)N (1,2-diamino-4-fluorobenzene), N1(CCOCC1)C=1N=C(NC(C1)=O)CC(=O)[O-].[Na+] (sodium [4-(morpholin-4-yl)-6-oxo-1,6-dihydropyrimidin-2-yl]acetate), O.[Cl-].COC1=NC(=NC(=N1)OC)[N+]1(CCOCC1)C (4-(4,6-dimethoxy-1,3,5-triazin-2-yl)-4-methylmorpholin-4-ium chloride hydrate). Solvent: CO (methanol). Yields the product FC1=CC2=C(NC(=N2)CC2=NC(=CC(N2)=O)N2CCOCC2)C=C1 (2-[(5-fluoro-1H-benzimidazol-2-yl)methyl]-6-(morpholin-4-yl)pyrimidin-4(3H)-one). Starting materials: C(C)(C)(C)OC(=O)NNC(=O)C=1C=C2C(=NNC2=CC1)C1=CC=C(C=C1)F (N-[(tert-butoxy)carbonylamino][3-(4-fluorophenyl)(1H-indazol-5-yl)]carboxamide), Cl (HCl), [OH-].[Na+] (sodium hydroxide). Run in O1CCOCC1 (dioxane). Run at time 4 hour. The product is NNC(=O)C=1C=C2C(=NNC2=CC1)C1=CC=C(C=C1)F (N-AMINO[3-(4-FLUOROPHENYL)(1H-INDAZOL-5-YL)]CARBOXAMIDE). Isolated yield 91.3%. Reaction SMILES: C(OC([NH:8][NH:9][C:10]([C:12]1[CH:13]=[C:14]2[C:18](=[CH:19][CH:20]=1)[NH:17][N:16]=[C:15]2[C:21]1[CH:26]=[CH:25][C:24]([F:27])=[CH:23][CH:22]=1)=[O:11])=O)(C)(C)C.Cl.[OH-].[Na+]>O1CCOCC1>[NH2:8][NH:9][C:10]([C:12]1[CH:13]=[C:14]2[C:18](=[CH:19][CH:20]=1)[NH:17][N:16]=[C:15]2[C:21]1[CH:26]=[CH:25][C:24]([F:27])=[CH:23][CH:22]=1)=[O:11] |f:2.3|. Procedure: To a flask containing N-[(tert-butoxy)carbonylamino][3-(4-fluorophenyl)(1H-indazol-5-yl)]carboxamide (230 mg, 0.62 mmol) was added 4 N HCl in dioxane (6 mL). The reaction was allowed to stir for four hours. The reaction was treated with 10% sodium hydroxide solution to make the reaction slightly basic. The solvent was removed and the reaction was diluted with water and extracted with ethyl acetate. The organic layer was dried with magnesium sulfate, filtered and concentrated to yield the title c... Starting materials: ClCC=1N=C(OC1C)C1=CC=C(C(=O)OC)C=C1 (Methyl 4-[4-(Chloromethyl)-5-methyl-1,3-oxazol-2-yl]benzoate), C1(=CC=CC=C1)S(=O)[O-].[Na+] (sodium benzenesulfinate). The product is CC1=C(N=C(O1)C1=CC=C(C(=O)OC)C=C1)CS(=O)(=O)C1=CC=CC=C1 (Methyl 4-[5-methyl-4-[(phenylsulfonyl)methyl]-1,3-oxazol-2-yl]benzoate). The yield is 83.7%. As a reaction SMILES: Cl[CH2:2][C:3]1[N:4]=[C:5]([C:9]2[CH:18]=[CH:17][C:12]([C:13]([O:15][CH3:16])=[O:14])=[CH:11][CH:10]=2)[O:6][C:7]=1[CH3:8].[C:19]1([S:25]([O-:27])=[O:26])[CH:24]=[CH:23][CH:22]=[CH:21][CH:20]=1.[Na+]>>[CH3:8][C:7]1[O:6][C:5]([C:9]2[CH:18]=[CH:17][C:12]([C:13]([O:15][CH3:16])=[O:14])=[CH:11][CH:10]=2)=[N:4][C:3]=1[CH2:2][S:25]([C:19]1[CH:24]=[CH:23][CH:22]=[CH:21][CH:20]=1)(=[O:27])=[O:26] |f:1.2|. Procedure: Reaction of chloride 2 (267 mg, 1.0 mmol) and sodium benzenesulfinate (173 mg, 1.1 mmol) gave benzoate 16 (311 mg, 84%) as a white powder: mp (EtOAc) 159-161° C.; 1H NMR (CDCl3) δ 8.07 (ddd, J=8.7, 1.9, 1.5 Hz, 2H, H-2, H-6), 7.91 (ddd, J=8.7, 1.9, 1.5 Hz, 2H, H-3, H-5), 7.82 (ddd, J=8.2, 2.0, 1.2 Hz, 2H, H-2′, H-6′), 7.64 (tt, J=7.5, 1.2 Hz, 1H, H-4′), 7.52 (br dd, J=8.2, 7.5 Hz, 2H, H-3′, H-5′), 4.32 (s, 2H, CH2SO2), 3.94 (s, 3H, OCH3), 2.32 (s, 3H, CH3); MS m/z 372.3 (MH+, 100%). Anal. calcd ... Starting materials: CCO, COc1ccc(CCNc2nc(N)c(N=O)c(N)n2)cc1, [Na+], [Na+], O, O=S([O-])S(=O)[O-]. The product is COc1ccc(CCNc2nc(N)c(N)c(N)n2)cc1. RXN SMILES: [CH3:22][CH2:23][OH:24].[NH2:1][c:2]1[n:3][c:4]([NH:11][CH2:12][CH2:13][c:14]2[cH:15][cH:16][c:17]([O:20][CH3:21])[cH:18][cH:19]2)[n:5][c:6]([NH2:10])[c:7]1[N:8]=[O:9].[Na+:31].[Na+:32].[OH2:33].[S:25]([S:26]([O-:27])=[O:28])([O-:29])=[O:30]>>[NH2:1][c:2]1[n:3][c:4]([NH:11][CH2:12][CH2:13][c:14]2[cH:15][cH:16][c:17]([O:20][CH3:21])[cH:18][cH:19]2)[n:5][c:6]([NH2:10])[c:7]1[NH2:8].